This data is from the Open Reaction Database (ORD), a public repository of structured organic reaction records. The task is: describe an organic reaction: reactants, conditions, products, and yield Reactants: C(C)C1=C2C=C(C(N(C2=CC(=N1)CC)CC1=CC=C(C=C1)C1=C(C=CC=C1)C=1N=NN(N1)C(C1=CC=CC=C1)(C1=CC=CC=C1)C1=CC=CC=C1)=O)C(=O)OCC (Ethyl 5,7-diethyl-2-oxo-1-[(2'-(2-triphenylmethyl-2H-tetrazol-5-yl)biphenyl-4-yl)methyl]-1,2-dihydro-1,6-naphthyridine-3-carboxylate), [OH-].[Na+] (sodium hydroxide). Run in O1CCOCC1 (dioxan). Run at time 16 hour. Yields the product C(C)C1=C2C=C(C(N(C2=CC(=N1)CC)CC1=CC=C(C=C1)C1=C(C=CC=C1)C=1N=NN(N1)C(C1=CC=CC=C1)(C1=CC=CC=C1)C1=CC=CC=C1)=O)C(=O)O (5,7-Diethyl-2-oxo-1-[(2'-(2-triphenylmethyl-2H-tetrazol-5-yl]biphenyl-4-yl)methyl]-1,2-dihydro-1,6-naphthyridine-3-carboxylic acid). Yield: 46.6%. Reaction SMILES: [CH2:1]([C:3]1[N:12]=[C:11]([CH2:13][CH3:14])[CH:10]=[C:9]2[C:4]=1[CH:5]=[C:6]([C:53]([O:55]CC)=[O:54])[C:7](=[O:52])[N:8]2[CH2:15][C:16]1[CH:21]=[CH:20][C:19]([C:22]2[CH:27]=[CH:26][CH:25]=[CH:24][C:23]=2[C:28]2[N:29]=[N:30][N:31]([C:33]([C:46]3[CH:51]=[CH:50][CH:49]=[CH:48][CH:47]=3)([C:40]3[CH:45]=[CH:44][CH:43]=[CH:42][CH:41]=3)[C:34]3[CH:39]=[CH:38][CH:37]=[CH:36][CH:35]=3)[N:32]=2)=[CH:18][CH:17]=1)[CH3:2].[OH-].[Na+]>O1CCOCC1>[CH2:1]([C:3]1[N:12]=[C:11]([CH2:13][CH3:14])[CH:10]=[C:9]2[C:4]=1[CH:5]=[C:6]([C:53]([OH:55])=[O:54])[C:7](=[O:52])[N:8]2[CH2:15][C:16]1[CH:17]=[CH:18][C:19]([C:22]2[CH:27]=[CH:26][CH:25]=[CH:24][C:23]=2[C:28]2[N:29]=[N:30][N:31]([C:33]([C:34]3[CH:35]=[CH:36][CH:37]=[CH:38][CH:39]=3)([C:46]3[CH:47]=[CH:48][CH:49]=[CH:50][CH:51]=3)[C:40]3[CH:41]=[CH:42][CH:43]=[CH:44][CH:45]=3)[N:32]=2)=[CH:20][CH:21]=1)[CH3:2] |f:1.2|. Procedure: Ethyl 5,7-diethyl-2-oxo-1-[(2'-(2-triphenylmethyl-2H-tetrazol-5-yl)biphenyl-4-yl)methyl]-1,2-dihydro-1,6-naphthyridine-3-carboxylate (0.41 g) was dissolved in dioxan (5 ml) containing aqueous 1M sodium hydroxide solution (0.55 ml) and the mixture was stirred for 16 hours. Volatile material was removed by evaporation and the residue was partitioned between ethyl acetate and water. The aqueous phase was separated, acidified to pH 4-5 with 1M aqueous citric acid solution and then extracted twice wi... The reactants are NC1=C(C=CC(=C1)Cl)O (2-amino-4-chlorophenol), ester, C([O-])([O-])=O (carbonate), C([O-])([O-])=O (carbonate), ester, BrC(C(=O)OCC)CBr (ethyl 2,3-dibromopropionate). The solvent is CC(=O)C (acetone), C([O-])([O-])=O.[K+].[K+] (potassium carbonate). As a reaction SMILES: [NH2:1][C:2]1[CH:7]=[C:6]([Cl:8])[CH:5]=[CH:4][C:3]=1[OH:9].Br[CH:11]([CH2:17]Br)[C:12]([O:14][CH2:15][CH3:16])=[O:13].C(=O)([O-])[O-]>CC(C)=O.C(=O)([O-])[O-].[K+].[K+]>[Cl:8][C:6]1[CH:5]=[CH:4][C:3]2[O:9][CH:11]([C:12]([O:14][CH2:15][CH3:16])=[O:13])[CH2:17][NH:1][C:2]=2[CH:7]=1 |f:4.5.6|. Product: ClC=1C=CC2=C(NCC(O2)C(=O)OCC)C1 (ethyl 6-chloro-3,4-dihydro-2H-1,4-benzoxazine-2-carboxylate). Reported procedure: 43.0 g of 2-amino-4-chlorophenol was dissolved in 500 ml of anhydrous acetone containing 42.0 g of anhydrous potassium carbonate. That mixture was heated to reflux temperature and 23.0 g of ethyl 2,3-dibromopropionate was added dropwise. In three additional portions each, additional ester and carbonate were added to the refluxing mixture until a total of 124 g of carbonate and 85.8 g of ester had been added. The mixture was refluxed for 21 hours. Solids were filtered from the mixture and washed ...